describe an organic reaction: reactants, conditions, products, and yield From a dataset of the Open Reaction Database (ORD), a public repository of structured organic reaction records. The reactants are COC(=O)C1=NC=C(C=C1)C(=O)Cl (5-chlorocarbonyl-pyridine-2-carboxylic acid methyl ester), ClC=1C=C(CN)C=CC1Cl (3,4-dichlorobenzylamine), C(C)OC(=O)C=1SC(=CC1)C(NCC1=CC(=C(C=C1)Cl)Cl)=O (5-(3,4-dichlorobenzyl-carbamoyl)-thiophene-2-carboxylic acid ethyl ester), ClC=1C=C(CNC(=O)C=2C=CC(=NC2)C(=O)NC[C@H]2N(C[C@H](C2)S)C(=O)OCC=C)C=CC1Cl (5-[N-(3,4-dichlorobenzyl)carbamoyl]-N-((2S,4S)-1-allyloxycarbonyl-4-sulfanylpyrrolidin-2-yl-methyl)pyridine-2-carboxamide). Yields the product COC(=O)C1=NC=C(C=C1)C(NCC1=CC(=C(C=C1)Cl)Cl)=O (5(3,4-dichlorobenzylcarbamoyl)-pyridine-2-carboxylic acid methyl-ester). Isolated yield 61.0%. As a reaction SMILES: [Cl:1][C:2]1[CH:3]=[C:4]([CH:31]=[CH:32][C:33]=1[Cl:34])[CH2:5][NH:6][C:7]([C:9]1[CH:10]=[CH:11][C:12]([C:15](NC[C@@H]2C[C@H](S)CN2C(OCC=C)=O)=[O:16])=[N:13][CH:14]=1)=[O:8].[CH3:35][O:36]C(C1C=CC(C(Cl)=O)=CN=1)=O.ClC1C=C(C=CC=1Cl)CN.C(OC(C1SC(C(=O)NCC2C=CC(Cl)=C(Cl)C=2)=CC=1)=O)C>>[CH3:35][O:36][C:15]([C:12]1[CH:11]=[CH:10][C:9]([C:7](=[O:8])[NH:6][CH2:5][C:4]2[CH:31]=[CH:32][C:33]([Cl:34])=[C:2]([Cl:1])[CH:3]=2)=[CH:14][N:13]=1)=[O:16]. Procedure details: Starting material (13(e)) was prepared as follows. 5-chlorocarbonyl-pyridine-2-carboxylic acid methyl ester was reacted with 3,4-dichlorobenzylamine analogously with preparation of compound (12(a)) in Example 12 to obtain 5(3,4-dichlorobenzylcarbamoyl)-pyridine-2-carboxylic acid methyl-ester (13(a)) as a cream solid (61%). The reactants are C1(=CC=CC=C1)[C@@H](C)NC[C@H](CC(=O)O)CCC ((S,R)-3-[(1-phenyl ethylamino)-methyl]-hexanoic acid), C(C)(=O)OCC (ethyl acetate), Cl (hydrochloric acid), (RS)-1,1′-bi-2-naphthol. The solvent is CO (methanol). Reaction conditions: temperature 50 celsius, time 1 hour. Product: C1=CC=C2C(=C1)C=CC(=C2C3=C(C=CC4=CC=CC=C43)O)O ((R)-1,1′-bi-2-naphthol). Reaction SMILES: [C:1]1([C@H:7](NC[C@@H](CCC)CC(O)=O)[CH3:8])[CH:6]=[CH:5][CH:4]=[CH:3][CH:2]=1.C([O:22][CH2:23][CH3:24])(=O)C.Cl>CO>[CH:1]1[CH:6]=[C:5]2[CH:4]=[CH:24][C:23]([OH:22])=[C:7]([C:1]3[C:2]4[C:3](=[CH:8][CH:7]=[CH:23][CH:24]=4)[CH:4]=[CH:5][C:6]=3[OH:22])[C:8]2=[CH:3][CH:2]=1. Reported procedure: (S,R)-3-[(1-phenyl ethylamino)-methyl]-hexanoic acid (5.0 g) is dissolved in methanol (20 mL) and (RS)-1,1′-bi-2-naphthol (5.75 g) is added to it at room temperature. The mixture is stirred at 50° C. for 1 hour, during which time solid precipitate comes out from the reaction mixture. Reaction mixture is allowed to cool to room temperature and filtered under reduced pressure to obtain 3.6 g of solid complex. Complex is suspended in the biphasic mixture of ethyl acetate (20 mL) and 1N hydrochloric... Starting materials: [NH4+].[Cl-] (NH4Cl), FC(C1=NNC=C1C=O)(F)F (3-(Trifluoromethyl)pyrazole-4-carbaldehyde), BrCC(=O)NC1=C(C2=C(S1)CCCC2)C(=O)NC (2-(2-bromoacetamido)-N-methyl-4,5,6,7-tetrahydrobenzo[b]thiophene-3-carboxamide), CC(C)([O-])C.[K+] (Potassium tert-butoxide). Solvent: C1CCOC1 (THF). Conditions: time 8 hour. The product is C(=O)C=1C(=NN(C1)CC(=O)NC1=C(C2=C(S1)CCCC2)C(=O)NC)C(F)(F)F (2-(2-(4-Formyl-3-(trifluoromethyl)-1H-pyrazol-1-yl)acetamido)-N-methyl-4,5,6,7-tetrahydrobenzo[b]thiophene-3-carboxamide). Isolated yield 87.1%. Reaction SMILES: [F:1][C:2]([F:11])([F:10])[C:3]1[C:7]([CH:8]=[O:9])=[CH:6][NH:5][N:4]=1.CC(C)([O-])C.[K+].Br[CH2:19][C:20]([NH:22][C:23]1[S:27][C:26]2[CH2:28][CH2:29][CH2:30][CH2:31][C:25]=2[C:24]=1[C:32]([NH:34][CH3:35])=[O:33])=[O:21].[NH4+].[Cl-]>C1COCC1>[CH:8]([C:7]1[C:3]([C:2]([F:1])([F:10])[F:11])=[N:4][N:5]([CH2:19][C:20]([NH:22][C:23]2[S:27][C:26]3[CH2:28][CH2:29][CH2:30][CH2:31][C:25]=3[C:24]=2[C:32]([NH:34][CH3:35])=[O:33])=[O:21])[CH:6]=1)=[O:9] |f:1.2,4.5|. Procedure details: 3-(Trifluoromethyl)pyrazole-4-carbaldehyde (332 mg, 2.02 mmol) was dissolved in THF (10 mL). Potassium tert-butoxide (454 mg, 4.05 mmol) was added, followed by 2-(2-bromoacetamido)-N-methyl-4,5,6,7-tetrahydrobenzo[b]thiophene-3-carboxamide (670 mg, 2.02 mmol). The reaction mixture was stirred at RT overnight. Aqueous NH4Cl (10 mL) was added and the reaction mixture extracted with DCM (3×10 mL). The combined DCM layers were washed with sodium bicarbonate solution (5×10 mL). The aqueous was separa... Reactants: O=C([O-])O, C1CCOC1, CN=C=O, [Na+], COc1cc(Cc2c(-c3ccc(N)cc3)sc3cc(O)ccc23)ccc1CN1CCCC1. Yields the product CNC(=O)Nc1ccc(-c2sc3cc(O)ccc3c2Cc2ccc(CN3CCCC3)c(OC)c2)cc1. Reaction SMILES: [C:33](=[O:34])([OH:35])[O-:36].[CH2:42]1[O:43][CH2:44][CH2:45][CH2:46]1.[CH3:38][N:39]=[C:40]=[O:41].[Na+:37].[OH:1][c:2]1[cH:3][cH:4][c:5]2[c:6]([s:7][c:8](-[c:25]3[cH:26][cH:27][c:28]([NH2:31])[cH:29][cH:30]3)[c:9]2[CH2:10][c:11]2[cH:12][c:13]([O:23][CH3:24])[c:14]([CH2:17][N:18]3[CH2:19][CH2:20][CH2:21][CH2:22]3)[cH:15][cH:16]2)[cH:32]1>>[OH:1][c:2]1[cH:3][cH:4][c:5]2[c:6]([s:7][c:8](-[c:25]3[cH:26][cH:27][c:28]([NH:31][C:40]([NH:39][CH3:38])=[O:41])[cH:29][cH:30]3)[c:9]2[CH2:10][c:11]2[cH:12][c:13]([O:23][CH3:24])[c:14]([CH2:17][N:18]3[CH2:19][CH2:20][CH2:21][CH2:22]3)[cH:15][cH:16]2)[cH:32]1. Conditions: time 1 hour. The yield is 59.9%. RXN SMILES: C(O)(=O)C.Cl.[C:6]1([CH2:12][O:13][C:14]2[CH:19]=[CH:18][C:17]([NH:20]N)=[CH:16][CH:15]=2)[CH:11]=[CH:10][CH:9]=[CH:8][CH:7]=1.[CH2:22]([O:24][C:25]([CH:27]1[CH2:31][CH2:30][C:29](=O)[CH2:28]1)=[O:26])[CH3:23]>O>[CH2:22]([O:24][C:25]([CH:27]1[CH2:31][C:30]2[NH:20][C:17]3[CH:16]=[CH:15][C:14]([O:13][CH2:12][C:6]4[CH:11]=[CH:10][CH:9]=[CH:8][CH:7]=4)=[CH:19][C:18]=3[C:29]=2[CH2:28]1)=[O:26])[CH3:23] |f:1.2|. Reported procedure: To 250 ml of 80% acetic acid in water, were added 4-phenylmethoxyphenylhydrazine hydrochloride (30 g, 0.12 mole) and 3-oxocyclopentane carboxylic acid ethyl ester (20 g, 0.13 mole). After stirring at ambient temperature for one hour and then at 100° C. for four hours, the mixture was cooled and poured into one liter of water. After stirring for five minutes, the mixture was extracted with ethyl acetate (3×). The organic layer was washed successively with water (2×) and saturated sodium chloride ... The reactants are C(C)(=O)O (acetic acid), Cl.C1(=CC=CC=C1)COC1=CC=C(C=C1)NN (4-phenylmethoxyphenylhydrazine hydrochloride), C(C)OC(=O)C1CC(CC1)=O (3-oxocyclopentane carboxylic acid ethyl ester). Run in O (water), O (water). Product: C(C)OC(=O)C1CC2=C(NC=3C=CC(=CC23)OCC2=CC=CC=C2)C1 (1,2,3,4-Tetrahydro-7-phenylmethoxycyclopent[b]indole-2-carboxylic acid ethyl ester). Reactants: [BH4-], CCO, N#CC(C#N)=Cc1c(F)cc(F)cc1F, [Na+]. The product is N#CC(C#N)Cc1c(F)cc(F)cc1F. As a reaction SMILES: [BH4-:16].[CH3:18][CH2:19][OH:20].[F:1][c:2]1[c:3]([CH:4]=[C:5]([C:6]#[N:7])[C:8]#[N:9])[c:10]([F:15])[cH:11][c:12]([F:14])[cH:13]1.[Na+:17]>>[F:1][c:2]1[c:3]([CH2:4][CH:5]([C:6]#[N:7])[C:8]#[N:9])[c:10]([F:15])[cH:11][c:12]([F:14])[cH:13]1. Starting materials: CN(C1=CC=C(C=C1)NC(C1=C(C=CC=C1)[N+](=O)[O-])=O)C (N-(4-dimethylaminophenyl)-2-nitrobenzamide). Reagents/catalysts: [Pd] (palladium/carbon). The solvent is C(C)O (ethanol). Conditions: time 4 hour. The product is CN(C1=CC=C(C=C1)NC(C1=C(C=CC=C1)N)=O)C (N-(4-dimethylaminophenyl)-2-aminobenzamide). The yield is 81.9%. Reaction SMILES: [CH3:1][N:2]([CH3:21])[C:3]1[CH:8]=[CH:7][C:6]([NH:9][C:10](=[O:20])[C:11]2[CH:16]=[CH:15][CH:14]=[CH:13][C:12]=2[N+:17]([O-])=O)=[CH:5][CH:4]=1>C(O)C.[Pd]>[CH3:1][N:2]([CH3:21])[C:3]1[CH:4]=[CH:5][C:6]([NH:9][C:10](=[O:20])[C:11]2[CH:16]=[CH:15][CH:14]=[CH:13][C:12]=2[NH2:17])=[CH:7][CH:8]=1. Procedure details: To a suspension of N-(4-dimethylaminophenyl)-2-nitrobenzamide (3.0 g) in ethanol (30 ml) was added a catalytic amount of 10% palladium/carbon and catalytic reduction was carried out at a pressure of 1-2.5 arms at room temperature for 4 hrs. After the filtration of 10 catalyst, the solvent was distilled off and crystallization of the residue from chloroform/ethyl acetate afforded N-(4-dimethylaminophenyl)-2-aminobenzamide (2.2 g, 79%).